From a dataset of the Open Reaction Database (ORD), a public repository of structured organic reaction records. describe an organic reaction: reactants, conditions, products, and yield The reactants are [Mg] (magnesium), ClC1=CC=C(CCBr)C=C1 (p-chlorophenethyl bromide), C=C1N2CCC(C1=O)CC2 (2-methylene-3-quinuclidinone). Reagents/catalysts: [Cu]Cl (copper (I) chloride). The solvent is C(C)OCC (diethyl ether), C(C)OCC (diethyl ether). Run at time 2 hour. Yields the product Cl.ClC1=CC=C(C=C1)CCCC1N2CCC(C1=O)CC2 (2-[3-(4-Chlorophenyl)propyl]-1-azabicyclo[2.2.2]octan-3-one hydrochloride). Reaction SMILES: [Mg].[Cl:2][C:3]1[CH:11]=[CH:10][C:6]([CH2:7][CH2:8]Br)=[CH:5][CH:4]=1.[CH2:12]=[C:13]1[C:18](=[O:19])[CH:17]2[CH2:20][CH2:21][N:14]1[CH2:15][CH2:16]2>C(OCC)C.[Cu]Cl>[ClH:2].[Cl:2][C:3]1[CH:11]=[CH:10][C:6]([CH2:7][CH2:8][CH2:12][CH:13]2[C:18](=[O:19])[CH:17]3[CH2:20][CH2:21][N:14]2[CH2:15][CH2:16]3)=[CH:5][CH:4]=1 |f:5.6|. Reported procedure: To 3.30 g (0.136 mole) magnesium turnings in 50 ml anhydrous diethyl ether under nitrogen, add 28.6 g (0.13 mole) p-chlorophenethyl bromide slowly. Allow the reaction mixture to reflux gently with mechanical stirring for 11/2 hours. Chill the reaction mixture on an ice/MeOH bath and add 1.29 g (0.013 mole) copper (I) chloride. Suspend 10.3 g (0.067 mole) 2-methylene-3-quinuclidinone in 30 ml diethyl ether and add dropwise to the chilled reaction mixture. Heat to reflux for an additional 2 hours.... Reactants: CCCS(=O)(=O)Nc1ccc(F)c(C(O)c2c[nH]c3ncc(-c4ccc(C(=O)NCC)nc4)cc23)c1F, CN(C)C=O, C1CCOC1. Yields the product CCCS(=O)(=O)Nc1ccc(F)c(C(=O)c2c[nH]c3ncc(-c4ccc(C(=O)NCC)nc4)cc23)c1F. Reaction SMILES: [CH2:1]([CH3:2])[NH:3][C:4](=[O:5])[c:6]1[n:7][cH:8][c:9](-[c:12]2[cH:13][c:14]3[c:15]([n:16][cH:17]2)[nH:18][cH:19][c:20]3[CH:21]([OH:22])[c:23]2[c:24]([F:37])[c:25]([NH:30][S:31](=[O:32])(=[O:33])[CH2:34][CH2:35][CH3:36])[cH:26][cH:27][c:28]2[F:29])[cH:10][cH:11]1.[CH3:38][N:39]([CH3:40])[CH:41]=[O:42].[O:43]1[CH2:44][CH2:45][CH2:46][CH2:47]1>>[CH2:1]([CH3:2])[NH:3][C:4](=[O:5])[c:6]1[n:7][cH:8][c:9](-[c:12]2[cH:13][c:14]3[c:15]([n:16][cH:17]2)[nH:18][cH:19][c:20]3[C:21](=[O:22])[c:23]2[c:24]([F:37])[c:25]([NH:30][S:31](=[O:32])(=[O:33])[CH2:34][CH2:35][CH3:36])[cH:26][cH:27][c:28]2[F:29])[cH:10][cH:11]1. Conditions: time 0.5 hour. Yields the product IC=1C(=C(CO)C=CC1)C (3-iodo-2-methylbenzyl alcohol). Reagents/catalysts: [Cu] (copper). The solvent is O (water), ice water, O (water), O (water). Yield: 24.5%. Reported procedure: A stirred solution of 3-hydroxymethyl-2-methylaniline hydrochloride (43.4 g, 0.25 mole) and 17.2 ml of concentrated sulfuric acid in ice-water was cooled to 0°, and a solution of sodium nitrate (17.3 g, 0.25 mole) in water was added dropwise. Upon complete addition, the reaction mixture was stirred for an additional 0.5 hour, then an additional 8 ml of concentrated sulfuric acid was added dropwise. With the temperature maintained at 0°, a solution of potassium iodide (49.8 g, 0.30 mole) in water... Reactants: [N+](=O)([O-])[O-].[Na+] (sodium nitrate), S(O)(O)(=O)=O (sulfuric acid), Cl.OCC=1C(=C(N)C=CC1)C (3-hydroxymethyl-2-methylaniline hydrochloride), S(O)(O)(=O)=O (sulfuric acid), [I-].[K+] (potassium iodide). Reaction SMILES: Cl.[OH:2][CH2:3][C:4]1[C:5]([CH3:11])=[C:6]([CH:8]=[CH:9][CH:10]=1)N.S(=O)(=O)(O)O.[N+]([O-])([O-])=O.[Na+].[I-:22].[K+]>O.[Cu]>[I:22][C:6]1[C:5]([CH3:11])=[C:4]([CH:10]=[CH:9][CH:8]=1)[CH2:3][OH:2] |f:0.1,3.4,5.6|. Starting materials: [Na] (sodium), CO[Si](OC)(OC)OC (tetramethoxy-silane), C[O-].[Na+] (sodium methylate), O (water). Solvent: CO (methanol), CO (methanol). Product: CO[Si]([O-])(OC)OC.[Na+] (sodium trimethoxy-silanolate). The yield is 96.4%. As a reaction SMILES: C[O-].[Na+:3].[Na].O.[CH3:6][O:7][Si:8]([O:13]C)([O:11][CH3:12])[O:9][CH3:10]>CO>[CH3:6][O:7][Si:8]([O:11][CH3:12])([O:9][CH3:10])[O-:13].[Na+:3] |f:0.1,6.7,^1:3|. Procedure details: A solution of 81.0 gm (1.5 mols) of sodium methylate in methanol, prepared by reacting 34.0 gm (1.5 mols) of sodium with 500 ml of methanol, was first mixed with 27.0 gm (1.5 mols) of water, then with 1000 gm (6.6 mols) of tetramethoxy-silane. The mixture was heated for about 15 minutes under reflux. Methanol and the unreacted tetramethoxy-silane were then distilled off under a water jet vacuum. Instead of the theoretically expected 240.3 gm (1.5 mols) of sodium trimethoxy-silanolate, 231.5 gm o...